Dataset: the Open Reaction Database (ORD), a public repository of structured organic reaction records. Task: describe an organic reaction: reactants, conditions, products, and yield Reactants: CCOCCO, N#Cc1cnc2c(oc3ccccc32)c1Cl, Nc1ccc(Oc2ccccc2)cc1. The product is N#Cc1cnc2c(oc3ccccc32)c1Nc1ccc(Oc2ccccc2)cc1. As a reaction SMILES: [CH3:31][CH2:32][O:33][CH2:34][CH2:35][OH:36].[Cl:1][c:2]1[c:3]2[c:4]([n:5][cH:6][c:7]1[C:8]#[N:9])[c:10]1[c:11]([o:12]2)[cH:13][cH:14][cH:15][cH:16]1.[O:17]([c:18]1[cH:19][cH:20][cH:21][cH:22][cH:23]1)[c:24]1[cH:25][cH:26][c:27]([NH2:28])[cH:29][cH:30]1>>[c:2]1([NH:28][c:27]2[cH:26][cH:25][c:24]([O:17][c:18]3[cH:19][cH:20][cH:21][cH:22][cH:23]3)[cH:30][cH:29]2)[c:3]2[c:4]([n:5][cH:6][c:7]1[C:8]#[N:9])[c:10]1[c:11]([o:12]2)[cH:13][cH:14][cH:15][cH:16]1. The reactants are BrC1=NN(C2=CC(=CC=C12)C(=O)O)C1=CC=C(C=C1)C (3-Bromo-1-(4-methylphenyl)-1H-indazole-6-carboxylic acid), Cl.Cl.CC1=NOC(=N1)[C@@H](C)N ((1R)-1-(3-methyl-1,2,4-oxadiazol-5-yl)ethanamine bis-hydrochloride), Cl.CN(CCCN=C=NCC)C (1-(3-dimethylaminopropyl)-3-ethylcarbodiimide hydrochloride), ON1N=NC2=C1N=CC=C2 (1-hydroxy-7-azabenzotriazole), CN1CCOCC1 (N-methylmorpholine). The solvent is CN(C=O)C (N,N-dimethylformamide). Run at temperature 50 celsius, time 10 minute. Yields the product BrC1=NN(C2=CC(=CC=C12)C(=O)N[C@H](C)C1=NC(=NO1)C)C1=CC=C(C=C1)C (3-Bromo-N-[(1R)-1-(3-methyl-1,2,4-oxadiazol-5-yl)ethyl]-1-(4-methylphenyl)-1H-indazole-6-carboxamide). Yield: 90.0%. As a reaction SMILES: [Br:1][C:2]1[C:10]2[C:5](=[CH:6][C:7]([C:11]([OH:13])=O)=[CH:8][CH:9]=2)[N:4]([C:14]2[CH:19]=[CH:18][C:17]([CH3:20])=[CH:16][CH:15]=2)[N:3]=1.Cl.Cl.[CH3:23][C:24]1[N:28]=[C:27]([C@H:29]([NH2:31])[CH3:30])[O:26][N:25]=1.Cl.CN(C)CCCN=C=NCC.ON1C2N=CC=CC=2N=N1.CN1CCOCC1>CN(C)C=O>[Br:1][C:2]1[C:10]2[C:5](=[CH:6][C:7]([C:11]([NH:31][C@@H:29]([C:27]3[O:26][N:25]=[C:24]([CH3:23])[N:28]=3)[CH3:30])=[O:13])=[CH:8][CH:9]=2)[N:4]([C:14]2[CH:15]=[CH:16][C:17]([CH3:20])=[CH:18][CH:19]=2)[N:3]=1 |f:1.2.3,4.5|. Reported procedure: 3-Bromo-1-(4-methylphenyl)-1H-indazole-6-carboxylic acid (233.7 mg, 0.389 mmol, with 4 equivalents of sodium chloride), (1R)-1-(3-methyl-1,2,4-oxadiazol-5-yl)ethanamine bis-hydrochloride (94.2 mg, 0.471 mmol), 1-(3-dimethylaminopropyl)-3-ethylcarbodiimide hydrochloride (156.1 mg, 0.814 mmol), 1-hydroxy-7-azabenzotriazole (28.9 mg, 0.212 mmol), and N-methylmorpholine (0.171 mL, 1.554 mmol) were dissolved in N,N-dimethylformamide (3.800 mL) at 25° C. The reaction mixture was heated to 50° C. and a... Starting materials: CC(=O)SCCNC(=O)C(CSC(c1ccccc1)(c1ccccc1)c1ccccc1)NC(=O)C(C)C, CC(=O)NC(CS)C(=O)NCCSC(C)=O. Yields the product CC(=O)SCCNC(=O)C(CS)NC(=O)C(C)C. As a reaction SMILES: [C:1]([CH:2]([CH3:3])[CH3:4])(=[O:5])[NH:6][CH:7]([CH2:8][S:9][C:10]([c:11]1[cH:12][cH:13][cH:14][cH:15][cH:16]1)([c:17]1[cH:18][cH:19][cH:20][cH:21][cH:22]1)[c:23]1[cH:24][cH:25][cH:26][cH:27][cH:28]1)[C:29](=[O:30])[NH:31][CH2:32][CH2:33][S:34][C:35]([CH3:36])=[O:37].[C:38]([NH:39][CH:40]([C:41]([NH:42][CH2:43][CH2:44][S:45][C:46](=[O:47])[CH3:48])=[O:49])[CH2:50][SH:51])(=[O:52])[CH3:53]>>[C:1]([CH:2]([CH3:3])[CH3:4])(=[O:5])[NH:6][CH:7]([CH2:8][SH:9])[C:29](=[O:30])[NH:31][CH2:32][CH2:33][S:34][C:35]([CH3:36])=[O:37].